This data is from the Open Reaction Database (ORD), a public repository of structured organic reaction records. The task is: describe an organic reaction: reactants, conditions, products, and yield Starting materials: FC1=C(C=C(C=C1)N1N=C(C=C1C1=CC=C(C=C1)SC)N)C ({1-(4-Fluoro-3-methylphenyl)-5-[4-(methylthio)phenyl]pyrazol-3-yl}amine), ClC1=C(C=C(C=C1)N1N=C(C=C1C1=CC=C(C=C1)SC)N)C ({1-(4-Chloro-3-methylphenyl)-5-[4-(methylthio)phenyl]pyrazol-3-yl}amine). The product is C(C)(C)C1=CC=C(C=C1)N1N=C(C=C1C1=CC=C(C=C1)SC)N ({1-(4-Isopropylphenyl)-5-[4-(methylthio)phenyl]pyrazol-3-yl}amine). Reaction SMILES: F[C:2]1[CH:7]=[CH:6][C:5]([N:8]2[C:12]([C:13]3[CH:18]=[CH:17][C:16]([S:19][CH3:20])=[CH:15][CH:14]=3)=[CH:11][C:10]([NH2:21])=[N:9]2)=[CH:4][C:3]=1[CH3:22].Cl[C:24]1C=CC(N2C(C3C=CC(SC)=CC=3)=CC(N)=N2)=C[C:25]=1C>>[CH:3]([C:2]1[CH:7]=[CH:6][C:5]([N:8]2[C:12]([C:13]3[CH:14]=[CH:15][C:16]([S:19][CH3:20])=[CH:17][CH:18]=3)=[CH:11][C:10]([NH2:21])=[N:9]2)=[CH:25][CH:24]=1)([CH3:22])[CH3:4]. Procedure: The following compounds described in (1) to (2) were obtained according to a similar manner to that of Preparation 3.